From a dataset of the Open Reaction Database (ORD), a public repository of structured organic reaction records. describe an organic reaction: reactants, conditions, products, and yield Reactants: C(=O)(O)C1=C(C=CC(=C1)I)NC(C(C(F)(F)F)(C)O)=O (N-(2-Carboxy-4-iodophenyl)-3,3,3-trifluoro-2-hydroxy-2-methylpropanamide), IC1=CC=C(C(C(=O)O)=C1)N (5-iodoanthranilic acid), C([O-])(O)=O.[Na+] (sodium bicarbonate), S(=O)(Cl)Cl (Thionyl chloride), OC(C(=O)O)(C)C(F)(F)F (2-hydroxy-2-trifluoromethyl propionic acid). The solvent is O (water), CC(=O)N(C)C (dimethylacetamide). Conditions: temperature -15 celsius, time 1 hour. The product is FC(C(C)(O)C1=NC2=CC=C(C=C2C(N1)=O)I)(F)F (1,1,1-Trifluoro-2-(6-iodoquinazolin-4-one-2-yl)-propan-2 -ol). RXN SMILES: [C:1]([C:4]1[CH:9]=[C:8]([I:10])[CH:7]=[CH:6][C:5]=1[NH:11][C:12](=O)[C:13]([OH:19])([CH3:18])[C:14]([F:17])([F:16])[F:15])(O)=[O:2].S(Cl)(Cl)=O.OC(C(F)(F)F)(C)C(O)=O.IC1C=C(C(O)=O)C([NH2:45])=CC=1.C(=O)(O)[O-].[Na+]>CC(N(C)C)=O.O>[F:15][C:14]([F:17])([F:16])[C:13]([C:12]1[NH:45][C:1](=[O:2])[C:4]2[C:5](=[CH:6][CH:7]=[C:8]([I:10])[CH:9]=2)[N:11]=1)([OH:19])[CH3:18] |f:4.5|. Reported procedure: N-(2-Carboxy-4-iodophenyl)-3,3,3-trifluoro-2-hydroxy-2-methylpropanamide.Thionyl chloride (5 g) was slowly added to a stirred solution of 2-hydroxy-2-trifluoromethyl propionic acid (6.64 g) in dimethylacetamide (100 mL) cooled to and maintained at -15° C. After 1 hour, 5-iodoanthranilic acid (10 g) was added in one portion and the temperature was allowed to slowly rise to ambient temperature. After stirring overnight, the reaction mixture was poured into water (1500 mL). The aqueous mixture was ... Starting materials: BrC=1C(=NC(=CC1)OC)COCOC (3-bromo-6-methoxy-2-(methoxymethyloxy)methylpyridine), tris(dibenzylideneacetone)(chloroform)dipalladium(0), (2-biphenyl)di-t-butylphosphine, CC(C)([O-])C.[Na+] (sodium t-butoxide), N1CCCC1 (pyrrolidine). Run in C1(=CC=CC=C1)C (toluene). Yields the product COC1=CC=C(C(=N1)COCOC)N1CCCC1 (6-methoxy-2-(methoxymethyloxy)methyl-3-(pyrrolidin-1-yl)pyridine). Yield: 13.6%. RXN SMILES: Br[C:2]1[C:3]([CH2:10][O:11][CH2:12][O:13][CH3:14])=[N:4][C:5]([O:8][CH3:9])=[CH:6][CH:7]=1.CC(C)([O-])C.[Na+].[NH:21]1[CH2:25][CH2:24][CH2:23][CH2:22]1>C1(C)C=CC=CC=1>[CH3:9][O:8][C:5]1[N:4]=[C:3]([CH2:10][O:11][CH2:12][O:13][CH3:14])[C:2]([N:21]2[CH2:25][CH2:24][CH2:23][CH2:22]2)=[CH:7][CH:6]=1 |f:1.2|. Procedure: A solution of 3-bromo-6-methoxy-2-(methoxymethyloxy)methylpyridine (324.6 mg, 1.24 mmol), tris(dibenzylideneacetone)(chloroform)dipalladium(0) (32.7 mg, 0.03 mmol), (2-biphenyl)di-t-butylphosphine (18.5 mg, 0.06 mmol), sodium t-butoxide (357 mg, 3.71 mmol) and pyrrolidine (640 mg, 3.74 mmol) in toluene (4.5 mL) was stirred at 135° C. for 3 hours in a sealed tube. The reaction mixture was extracted with chloroform/water, and the organic layer was washed with saturated brine, then dried over anhyd... Reaction conditions: time 1 hour. Reaction SMILES: P(Cl)(Cl)(Cl)(Cl)Cl.C1(CC([NH:16][CH:17]2[C:42](=[O:43])[N:19]3[C:20]([C:29]([O:31][CH2:32][C:33]4[CH:38]=[CH:37][C:36]([N+:39]([O-:41])=[O:40])=[CH:35][CH:34]=4)=[O:30])=[C:21]([O:24][S:25]([CH3:28])(=[O:27])=[O:26])[CH2:22][S:23][C@H:18]23)=O)C=CC=CC=1.C(N(C(C)C)CC)(C)C.[NH2:53][C:54]1[S:58][N:57]=[C:56]([C:59](=[N:63][O:64][CH2:65][CH3:66])[C:60](Cl)=[O:61])[N:55]=1>C(Cl)Cl.O.N1C=CC=CC=1.CO>[NH2:53][C:54]1[S:58][N:57]=[C:56]([C:59](=[N:63][O:64][CH2:65][CH3:66])[C:60]([NH:16][CH:17]2[C:42](=[O:43])[N:19]3[C:20]([C:29]([O:31][CH2:32][C:33]4[CH:34]=[CH:35][C:36]([N+:39]([O-:41])=[O:40])=[CH:37][CH:38]=4)=[O:30])=[C:21]([O:24][S:25]([CH3:28])(=[O:26])=[O:27])[CH2:22][S:23][C@H:18]23)=[O:61])[N:55]=1. The solvent is N1=CC=CC=C1 (pyridine), CO (Methanol), C(Cl)Cl (methylene chloride), N1=CC=CC=C1 (pyridine), O (Water). Procedure: To a solution of phosphorus pentachloride (57 g) in methylene chloride (1 l) was added to pyridine (22 ml) at -20° C. and the mixture was stirred for 30 minutes at -20° C. p-Nitrobenzyl 7-(2-phenylacetamido)-3-mesyloxy-3-cephem-4-carboxylate (50 g) was added to the solution at 5° C. and stirred at the same temperature for 1 hour. Methanol (56 ml) was added to the solution at -30° C. and stirred at -15° C. for 30 minutes. To the solution were added pyridine (80 ml) and diisopropylethylamine (31.4... Starting materials: C(C)(C)N(CC)C(C)C (diisopropylethylamine), NC1=NC(=NS1)C(C(=O)Cl)=NOCC (2-(5-Amino-1,2,4-thiadiazol-3-yl)-2-ethoxyiminoacetyl chloride), C1(=CC=CC=C1)CC(=O)NC1[C@@H]2N(C(=C(CS2)OS(=O)(=O)C)C(=O)OCC2=CC=C(C=C2)[N+](=O)[O-])C1=O (p-Nitrobenzyl 7-(2-phenylacetamido)-3-mesyloxy-3-cephem-4-carboxylate), P(Cl)(Cl)(Cl)(Cl)Cl (phosphorus pentachloride). Yields the product NC1=NC(=NS1)C(C(=O)NC1[C@@H]2N(C(=C(CS2)OS(=O)(=O)C)C(=O)OCC2=CC=C(C=C2)[N+](=O)[O-])C1=O)=NOCC (p-nitrobenzyl 7-[2-(5-amino-1,2,4-thiadiazol-3-yl)-2-ethoxyiminoacetamido]-3-mesyloxy-3-cephem-4-carboxylate). Starting materials: ClC1=CC=C(C=C1)C=1C(=NC=C(C(=O)O)C1)OCC(F)(F)F (5-(4-chloro-phenyl)-6-(2,2,2-trifluoro-ethoxy)-nicotinic acid), Cl.FC(C1=CC(=NO1)CN)(F)F (5-trifluoromethyl-isoxazol-3-methanamine hydrochloride). The product is ClC1=CC=C(C=C1)C=1C(=NC=C(C(=O)NCC2=NOC(=C2)C(F)(F)F)C1)OCC(F)(F)F (5-(4-chloro-phenyl)-6-(2,2,2-trifluoro-ethoxy)-N-(5-trifluoromethyl-isoxazol-3-ylmethyl)-nicotinamide). As a reaction SMILES: [Cl:1][C:2]1[CH:7]=[CH:6][C:5]([C:8]2[C:9]([O:17][CH2:18][C:19]([F:22])([F:21])[F:20])=[N:10][CH:11]=[C:12]([CH:16]=2)[C:13]([OH:15])=O)=[CH:4][CH:3]=1.Cl.[F:24][C:25]([F:34])([F:33])[C:26]1[O:30][N:29]=[C:28]([CH2:31][NH2:32])[CH:27]=1>>[Cl:1][C:2]1[CH:3]=[CH:4][C:5]([C:8]2[C:9]([O:17][CH2:18][C:19]([F:21])([F:22])[F:20])=[N:10][CH:11]=[C:12]([CH:16]=2)[C:13]([NH:32][CH2:31][C:28]2[CH:27]=[C:26]([C:25]([F:34])([F:33])[F:24])[O:30][N:29]=2)=[O:15])=[CH:6][CH:7]=1 |f:1.2|. Procedure: The title compound was synthesized in analogy to Example 1, using 5-(4-chloro-phenyl)-6-(2,2,2-trifluoro-ethoxy)-nicotinic acid (CAN 1018782-82-5) and 5-trifluoromethyl-isoxazol-3-methanamine hydrochloride (example BF) as starting materials; MS: 478.0 (M+H)+. Reactants: ClC=1C(=NC=CN1)C1(CN2CCC1CC2)O (3-(3-Chloropyrazinyl)-1-azabicyclo[2.2.2]octan-3-ol), C(CCC)S (butanethiol). The product is C(CCC)SC=1C(=NC=CN1)C1(CN2CCC1CC2)O (3-(3-butylthiopyrazinyl)-1- azabicyclo[2.2.2]octan-3-ol). As a reaction SMILES: Cl[C:2]1[C:3]([C:8]2([OH:16])[CH:13]3[CH2:14][CH2:15][N:10]([CH2:11][CH2:12]3)[CH2:9]2)=[N:4][CH:5]=[CH:6][N:7]=1.[CH2:17]([SH:21])[CH2:18][CH2:19][CH3:20]>>[CH2:17]([S:21][C:2]1[C:3]([C:8]2([OH:16])[CH:13]3[CH2:14][CH2:15][N:10]([CH2:11][CH2:12]3)[CH2:9]2)=[N:4][CH:5]=[CH:6][N:7]=1)[CH2:18][CH2:19][CH3:20]. Procedure: A 1 g sample of 60% NaH dispersion in oil was triturated twice with hexane then suspended in 300 ml of THF. The mixture was treated with 5 ml of butanethiol and after 30 min the mixture was heated to reflux for 45 min. After cooling to ambient temperature, 1.5 g of (7), (0.0063 mol) was added and the reaction was heated to reflux for 1 h. The mixture was diluted with 100 ml of butanethiol and the reaction was heated to reflux overnight. The solvent was removed by distillation, the residue suspen...